describe an organic reaction: reactants, conditions, products, and yield From a dataset of the Open Reaction Database (ORD), a public repository of structured organic reaction records. Starting materials: Cc1nc(CCl)cs1, Cl, CN(C)C=O, N#CCOc1cccc2[nH]c3ccccc3c12. Yields the product Cc1nc(Cn2c3ccccc3c3c(OCC#N)cccc32)cs1. RXN SMILES: [Cl:19][CH2:20][c:21]1[n:22][c:23]([CH3:26])[s:24][cH:25]1.[ClH:18].[O:27]=[CH:28][N:29]([CH3:30])[CH3:31].[cH:1]1[cH:2][cH:3][c:4]([O:14][CH2:15][C:16]#[N:17])[c:5]2[c:6]3[cH:7][cH:8][cH:9][cH:10][c:11]3[nH:12][c:13]12>>[cH:1]1[cH:2][cH:3][c:4]([O:14][CH2:15][C:16]#[N:17])[c:5]2[c:6]3[cH:7][cH:8][cH:9][cH:10][c:11]3[n:12]([CH2:20][c:21]3[n:22][c:23]([CH3:26])[s:24][cH:25]3)[c:13]12. Starting materials: C1CCNCC1, ClCCl, COc1ccc(N)c(CO)c1, O=S(Cl)Cl. The product is COc1ccc(N)c(CN2CCCCC2)c1. Reaction SMILES: [CH2:16]1[CH2:17][CH2:18][NH:19][CH2:20][CH2:21]1.[CH2:22]([Cl:23])[Cl:24].[NH2:1][c:2]1[c:3]([CH2:4][OH:5])[cH:6][c:7]([O:10][CH3:11])[cH:8][cH:9]1.[S:12]([Cl:13])([Cl:14])=[O:15]>>[NH2:1][c:2]1[c:3]([CH2:4][N:19]2[CH2:18][CH2:17][CH2:16][CH2:21][CH2:20]2)[cH:6][c:7]([O:10][CH3:11])[cH:8][cH:9]1. Reactants: peroxide, [OH-].[Na+] (NaOH), C(C)(=O)OO (peracetic acid), ClC1=NC=CC2=CN=CC=C12 (1-chloro-[2,6]naphthyridine), S(=O)([O-])OS(=O)[O-].[Na+].[Na+] (sodium disulfite). Product: ClC1=NC=CC2=C[N+](=CC=C12)[O-] (1-chloro-[2,6]-naphthyridine 6-oxide). Reaction SMILES: C(OO)(=[O:3])C.[Cl:6][C:7]1[C:16]2[C:11](=[CH:12][N:13]=[CH:14][CH:15]=2)[CH:10]=[CH:9][N:8]=1.S(OS([O-])=O)([O-])=O.[Na+].[Na+].[OH-].[Na+]>C(OCC)(=O)C.O.C(O)(=O)C>[Cl:6][C:7]1[C:16]2[C:11](=[CH:12][N+:13]([O-:3])=[CH:14][CH:15]=2)[CH:10]=[CH:9][N:8]=1 |f:2.3.4,5.6|. The solvent is O (water), C(C)(=O)O (acetic acid), C(C)(=O)OCC (ethyl acetate). Procedure: Under stirring, 205 ml (1.2 mol) peracetic acid (39% solution in acetic acid) was added to a solution of 98.8 g (0.60 mol) 1-chloro-[2,6]naphthyridine in 500 ml ethyl acetate and the mixture was stirred 18 hours at room temperature. The reaction mixture was diluted with water and acetic acid, treated with portions of sodium disulfite under stirring until a peroxide test was negative. Then the mixture was adjusted to pH value of 8 with aqueous NaOH. The solids were filtered off, washed with water... As a reaction SMILES: [C:1](#[N:2])[c:3]1[cH:4][cH:5][c:6](-[c:9]2[cH:10][c:11]3[cH:12][cH:13][c:14]([CH2:19][CH2:20][O:21][S:22]([CH3:23])(=[O:24])=[O:25])[cH:15][c:16]3[cH:17][cH:18]2)[cH:7][cH:8]1.[C:43]([CH:44]([CH:45]([C:46]([O-:47])=[O:48])[OH:49])[OH:50])([O-:51])=[O:52].[CH3:26][N:27]1[CH2:28][CH2:29][NH:30][CH2:31][CH2:32]1.[CH3:53][C:54]#[N:55].[CH3:56][OH:57].[OH:33][CH:34]([C:35](=[O:36])[OH:37])[CH:38]([C:39](=[O:40])[OH:41])[OH:42]>>[C:1](#[N:2])[c:3]1[cH:4][cH:5][c:6](-[c:9]2[cH:10][c:11]3[cH:12][cH:13][c:14]([CH2:19][CH2:20][N:30]4[CH2:29][CH2:28][N:27]([CH3:26])[CH2:32][CH2:31]4)[cH:15][c:16]3[cH:17][cH:18]2)[cH:7][cH:8]1. The product is CN1CCN(CCc2ccc3cc(-c4ccc(C#N)cc4)ccc3c2)CC1. The reactants are CS(=O)(=O)OCCc1ccc2cc(-c3ccc(C#N)cc3)ccc2c1, O=C([O-])C(O)C(O)C(=O)[O-], CN1CCNCC1, CC#N, CO, O=C(O)C(O)C(O)C(=O)O.